Dataset: the Open Reaction Database (ORD), a public repository of structured organic reaction records. Task: describe an organic reaction: reactants, conditions, products, and yield The reactants are COC(=O)C(C)(C)COCc1ccccc1, C1CCOC1, Cl, [Na+], [OH-]. The product is CC(C)(COCc1ccccc1)C(=O)O. As a reaction SMILES: [CH2:1]([c:2]1[cH:3][cH:4][cH:5][cH:6][cH:7]1)[O:8][CH2:9][C:10]([C:11](=[O:12])[O:13][CH3:14])([CH3:15])[CH3:16].[CH2:20]1[O:21][CH2:22][CH2:23][CH2:24]1.[ClH:19].[Na+:18].[OH-:17]>>[CH2:1]([c:2]1[cH:3][cH:4][cH:5][cH:6][cH:7]1)[O:8][CH2:9][C:10]([C:11](=[O:12])[OH:13])([CH3:15])[CH3:16]. The reactants are [BH4-], C1CCOC1, CO, COC(=O)c1ccc(Cl)nc1, [Na+]. Yields the product OCc1ccc(Cl)nc1. RXN SMILES: [BH4-:12].[CH2:14]1[O:15][CH2:16][CH2:17][CH2:18]1.[CH3:19][OH:20].[Cl:1][c:2]1[n:3][cH:4][c:5]([C:6](=[O:7])[O:8][CH3:9])[cH:10][cH:11]1.[Na+:13]>>[Cl:1][c:2]1[n:3][cH:4][c:5]([CH2:6][OH:7])[cH:10][cH:11]1.